From a dataset of the Open Reaction Database (ORD), a public repository of structured organic reaction records. describe an organic reaction: reactants, conditions, products, and yield The reactants are NC=1C=CC=C2C(=C(C=NC12)C(=O)OCC)Cl (8-amino-4-chloro-3-ethoxycarbonylquinoline), C(C)OC=C(C(=O)OCC)C(=O)C (ethyl 2-ethoxymethyleneacetoacetate), C1(=CC=CC=C1)OC1=CC=CC=C1 (diphenyl ether). The solvent is C(Cl)(Cl)(Cl)Cl (carbon tetrachloride). Run at temperature 90 celsius. The product is C(C)(=O)C1C=NC2=C3N=CC(=C(C3=CC=C2C1=O)Cl)C(=O)OCC (3-acetyl-7-chloro-8-ethoxycarbonyl-4-oxo-3,4-dihydro-1,10-phenanthroline). Yield: 29.0%. RXN SMILES: [NH2:1][C:2]1[CH:3]=[CH:4][CH:5]=[C:6]2[C:11]=1[N:10]=[CH:9][C:8]([C:12]([O:14][CH2:15][CH3:16])=[O:13])=[C:7]2[Cl:17].C([O:20][CH:21]=[C:22]([C:28]([CH3:30])=[O:29])[C:23](OCC)=O)C.C1(OC2C=CC=CC=2)C=CC=CC=1>C(Cl)(Cl)(Cl)Cl>[C:28]([CH:22]1[C:21](=[O:20])[C:3]2[C:2](=[C:11]3[C:6](=[CH:5][CH:4]=2)[C:7]([Cl:17])=[C:8]([C:12]([O:14][CH2:15][CH3:16])=[O:13])[CH:9]=[N:10]3)[N:1]=[CH:23]1)(=[O:29])[CH3:30]. Procedure details: A mixture of 8-amino-4-chloro-3-ethoxycarbonylquinoline (0.3 g) and ethyl 2-ethoxymethyleneacetoacetate (Annalen, 1897, 297, 16, 0.25 g) was heated at 90° C. for 2.5 hours. The mixture was cooled to ambient temperature and the resulting solid added to diphenyl ether at reflux. The mixture was refluxed for 45 minutes, and cooled to 60° C. The mixture was diluted with carbon tetrachloride (50 ml) and cooled to ambient temperature with stirring. The mixture was filtered and the solid so obtained pu...